This data is from the Open Reaction Database (ORD), a public repository of structured organic reaction records. The task is: describe an organic reaction: reactants, conditions, products, and yield Starting materials: [Na] (sodium), Sodium Diphenylphosphide, [Na] (sodium), C1(=CC=CC=C1)P(C1=CC=CC=C1)Cl (diphenyl phosphorus chloride). Solvent: O1CCOCC1 (dioxane), O1CCOCC1 (dioxane). Reaction conditions: temperature 10 celsius. Product: C1(=CC=CC=C1)PC1=CC=CC=C1 (diphenylphosphine). Yield: 76.2%. Reaction SMILES: [Na].[C:2]1([P:8](Cl)[C:9]2[CH:14]=[CH:13][CH:12]=[CH:11][CH:10]=2)[CH:7]=[CH:6][CH:5]=[CH:4][CH:3]=1>O1CCOCC1>[C:9]1([PH:8][C:2]2[CH:3]=[CH:4][CH:5]=[CH:6][CH:7]=2)[CH:10]=[CH:11][CH:12]=[CH:13][CH:14]=1 |^1:0|. Reported procedure: From Sodium Diphenylphosphide. To a suspension of sodium "sand" (4.6 g, 0.2 g atom) in a 100 ml of anhydrous dioxane heated at 65°-70° C. under nitrogen, a solution of diphenyl phosphorus chloride (22 g., 0.1 ml) in 50 ml of anhydrous dioxane is added during 1 hour. The solution is heated at reflux temperature (100° C) for 4 hours until all of the sodium is consumed. Then, after cooling to 10° C. 30 ml anhydrous ethanol is dropped in, followed by 25 ml of water to dissolve the sodium chloride. T... Starting materials: COC1=CN=C2C(=CC=NC2=C1)NCC1=NN=C2N1N=C(C=C2)C2=CC=CC=C2 (7-methoxy-N-((6-phenyl-[1,2,4]triazolo[4,3-b]pyridazin-3-yl)methyl)-1,5-naphthyridin-4-amine), [OH-].[Na+] (NaOH). The solvent is Br (HBr), C(Cl)Cl (DCM), O (H2O). Conditions: temperature 100 celsius. Product: C1(=CC=CC=C1)C=1C=CC=2N(N1)C(=NN2)CNC=2C=CN=C1C=C(C=NC21)O (8-((6-phenyl-[1,2,4]triazolo[4,3-b]pyridazin-3-yl)methylamino)-1,5-naphthyridin-3-ol). The yield is 79.6%. As a reaction SMILES: C[O:2][C:3]1[CH:12]=[C:11]2[C:6]([C:7]([NH:13][CH2:14][C:15]3[N:19]4[N:20]=[C:21]([C:24]5[CH:29]=[CH:28][CH:27]=[CH:26][CH:25]=5)[CH:22]=[CH:23][C:18]4=[N:17][N:16]=3)=[CH:8][CH:9]=[N:10]2)=[N:5][CH:4]=1.[OH-].[Na+]>Br.C(Cl)Cl.O>[C:24]1([C:21]2[CH:22]=[CH:23][C:18]3[N:19]([C:15]([CH2:14][NH:13][C:7]4[CH:8]=[CH:9][N:10]=[C:11]5[C:6]=4[N:5]=[CH:4][C:3]([OH:2])=[CH:12]5)=[N:16][N:17]=3)[N:20]=2)[CH:25]=[CH:26][CH:27]=[CH:28][CH:29]=1 |f:1.2|. Procedure details: In a 25 mL sealed tube was dissolved 7-methoxy-N-((6-phenyl-[1,2,4]triazolo[4,3-b]pyridazin-3-yl)methyl)-1,5-naphthyridin-4-amine (prepared according to General Method D) (300 mg, 782 μmol) in 5 mL of concentrated HBr then stirred and heated at 100° C. for 48 h. The reaction mixture was diluted with DCM and H2O then neutralized with NaOH (1N) to neutral pH. The aqueous phase was extracted 3× with DCM then the organic layer was dried over Na2SO4, filtered and concentrated under reduced pressure. ... Reactants: C1CCOC1, CNC(=O)c1ccc(B(O)O)cc1, COC(=O)c1cc([N+](=O)[O-])c(OC)cc1Cl, [Na+], [Na+], O=C([O-])[O-], O, Cl[Pd]Cl, c1ccc(P(c2ccccc2)c2ccccc2)cc1, c1ccc(P(c2ccccc2)c2ccccc2)cc1. Product: CNC(=O)c1ccc(-c2cc(OC)c([N+](=O)[O-])cc2C(=O)OC)cc1. Reaction SMILES: [CH2:36]1[O:37][CH2:38][CH2:39][CH2:40]1.[CH3:17][NH:18][C:19](=[O:20])[c:21]1[cH:22][cH:23][c:24]([B:27]([OH:28])[OH:29])[cH:25][cH:26]1.[Cl:1][c:2]1[c:3]([C:4](=[O:5])[O:6][CH3:7])[cH:8][c:9]([N+:14](=[O:15])[O-:16])[c:10]([O:12][CH3:13])[cH:11]1.[Na+:30].[Na+:31].[O-:32][C:33](=[O:34])[O-:35].[OH2:41].[Pd:42]([Cl:43])[Cl:44].[c:45]1([P:46]([c:47]2[cH:48][cH:49][cH:50][cH:51][cH:52]2)[c:53]2[cH:54][cH:55][cH:56][cH:57][cH:58]2)[cH:59][cH:60][cH:61][cH:62][cH:63]1.[c:64]1([P:65]([c:66]2[cH:67][cH:68][cH:69][cH:70][cH:71]2)[c:72]2[cH:73][cH:74][cH:75][cH:76][cH:77]2)[cH:78][cH:79][cH:80][cH:81][cH:82]1>>[c:2]1(-[c:24]2[cH:23][cH:22][c:21]([C:19]([NH:18][CH3:17])=[O:20])[cH:26][cH:25]2)[c:3]([C:4](=[O:5])[O:6][CH3:7])[cH:8][c:9]([N+:14](=[O:15])[O-:16])[c:10]([O:12][CH3:13])[cH:11]1. Reactants: OC(C(=O)OCC)CCC1=CC(=C(C=C1)C1CCCCC1)N (ethyl α-hydroxy-γ-(3-amino-4-cyclohexylphenyl)butyrate), Cl (hydrochloric acid), Cl (hydrochloric acid), N(=O)[O-].[Na+] (sodium nitrite). Solvent: O (water). Conditions: time 10 minute. Yields the product OC(C(=O)O)CCC1=CC(=C(C=C1)C1CCCCC1)O (α-hydroxy-γ-(3-hydroxy-4-cyclohexylphenyl)butyric acid). As a reaction SMILES: [OH:1][CH:2]([CH2:8][CH2:9][C:10]1[CH:15]=[CH:14][C:13]([CH:16]2[CH2:21][CH2:20][CH2:19][CH2:18][CH2:17]2)=[C:12](N)[CH:11]=1)[C:3]([O:5]CC)=[O:4].Cl.N([O-])=[O:25].[Na+]>O>[OH:1][CH:2]([CH2:8][CH2:9][C:10]1[CH:15]=[CH:14][C:13]([CH:16]2[CH2:21][CH2:20][CH2:19][CH2:18][CH2:17]2)=[C:12]([OH:25])[CH:11]=1)[C:3]([OH:5])=[O:4] |f:2.3|. Procedure details: To 4.9 g. of ethyl α-hydroxy-γ-(3-amino-4-cyclohexylphenyl)butyrate suspension in 125 ml. of 80% hydrochloric acid and cooled to 0°C is added dropwise a solution of 1.2 g. of sodium nitrite in 15 ml. of water. After about 10 min., 200 ml. of 50% hydrochloric acid is added portion wise and stirred for 15 hours. The reaction mixture is then poured onto ice water and extracted with chloroform, dried over sodium sulfate and concentrated in vacuo. The residue is crystallized to obtain α-hydroxy-γ-(3-... Starting materials: O=C(O)c1ccc(Br)c(F)c1, O=C([O-])[O-], CNOC, O=C(Cl)C(=O)Cl, ClCCl, Cl, [K+], [K+], O. Yields the product CON(C)C(=O)c1ccc(Br)c(F)c1. Reaction SMILES: [Br:7][c:8]1[c:9]([F:17])[cH:10][c:11]([C:12](=[O:13])[OH:14])[cH:15][cH:16]1.[C:23](=[O:24])([O-:25])[O-:26].[CH3:19][NH:20][O:21][CH3:22].[Cl:1][C:2]([C:3]([Cl:4])=[O:5])=[O:6].[Cl:29][CH2:30][Cl:31].[ClH:18].[K+:27].[K+:28].[OH2:32]>>[Br:7][c:8]1[c:9]([F:17])[cH:10][c:11]([C:12](=[O:13])[N:20]([CH3:19])[O:21][CH3:22])[cH:15][cH:16]1.